Dataset: the Open Reaction Database (ORD), a public repository of structured organic reaction records. Task: describe an organic reaction: reactants, conditions, products, and yield Starting materials: glass, CN(C)C=O (DMF), NC1=NC=2C=C(C=CC2C2=C1N=C(N2CC(C)(C)O)COCC)CCC(=O)O (3-[4-amino-2-(ethoxymethyl)-1-(2-hydroxy-2-methylpropyl)-1H-imidazo[4,5-c]quinolin-7-yl]propanoic acid), N-(3-dimethylaminopropyl)-N″-ethylcarbodiimide hydrochloride, ON1N=NC2=C1C=CC=C2 (1-hydroxybenzotriazole), N1CCOCC1 (morpholine). Solvent: O (water). Product: NC1=NC=2C=C(C=CC2C2=C1N=C(N2CC(C)(O)C)COCC)CCC(=O)N2CCOCC2 (1-[4-amino-2-(ethoxymethyl)-7-(3-morpholin-4-yl-3-oxopropyl)-1H-imidazo[4,5-c]quinolin-1-yl]-2-methylpropan-2-ol). RXN SMILES: CN(C=O)C.[NH2:6][C:7]1[C:16]2[N:17]=[C:18]([CH2:25][O:26][CH2:27][CH3:28])[N:19]([CH2:20][C:21]([OH:24])([CH3:23])[CH3:22])[C:15]=2[C:14]2[CH:13]=[CH:12][C:11]([CH2:29][CH2:30][C:31](O)=[O:32])=[CH:10][C:9]=2[N:8]=1.ON1C2C=CC=CC=2N=N1.[NH:44]1[CH2:49][CH2:48][O:47][CH2:46][CH2:45]1>O>[NH2:6][C:7]1[C:16]2[N:17]=[C:18]([CH2:25][O:26][CH2:27][CH3:28])[N:19]([CH2:20][C:21]([CH3:23])([OH:24])[CH3:22])[C:15]=2[C:14]2[CH:13]=[CH:12][C:11]([CH2:29][CH2:30][C:31]([N:44]3[CH2:49][CH2:48][O:47][CH2:46][CH2:45]3)=[O:32])=[CH:10][C:9]=2[N:8]=1. Procedure details: A 20-ml glass vial was charged with anhydrous DMF (1 mL), 3-[4-amino-2-(ethoxymethyl)-1-(2-hydroxy-2-methylpropyl)-1H-imidazo[4,5-c]quinolin-7-yl]propanoic acid (165 mg, 0.43 mmol), N-(3-dimethylaminopropyl)-N″-ethylcarbodiimide hydrochloride (100 mg, 0.52 mmol, 1.3 eq), 1-hydroxybenzotriazole (70.3 mg, 0.52 mmol, 1.3 eq), and morpholine (110 mg, 1.29 mmol, 3.0 eq). The reaction was maintained at ambient temperature overnight. The reaction mixture was poured into water (10 mL), and the resulting... The reactants are C(C)OC(=O)NNC=1C(N(C2=CC(=C(C=C2N1)N1C(=NC=C1)C)C(F)(F)F)O)=O (3-(2-ethoxycarbonylhydrazino)-1-hydroxy-6-(2-methyl-1H-imidazol-1-yl)-7-trifluoromethylquinoxalin-2(1H)-one), C1(=CC=CC=C1)P(C1=CC=CC=C1)C1=CC=CC=C1 (triphenylphosphine). Run at time 17 hour. Solvent: CN(C=O)C (N,N-dimethylformamide). Procedure details: To a solution of 1 g crude 3-(2-ethoxycarbonylhydrazino)-1-hydroxy-6-(2-methyl-1H-imidazol-1-yl)-7-trifluoromethylquinoxalin-2(1H)-one in 50 ml dry N,N-dimethylformamide was added 1.05 g (~4.0 mmol) triphenylphosphine. Stirring was continued at 130° C. for 17 h followed by evaporation in vacuo. Column chromatography (silica gel; eluent: dichloromethane containing 10% methanol) gave the title compound (0.7 g; 75%). M.p. 375° C. (decomp.). RXN SMILES: C(O[C:4]([NH:6][NH:7][C:8]1[C:9](=[O:29])[N:10](O)[C:11]2[C:16]([N:17]=1)=[CH:15][C:14]([N:18]1[CH:22]=[CH:21][N:20]=[C:19]1[CH3:23])=[C:13]([C:24]([F:27])([F:26])[F:25])[CH:12]=2)=[O:5])C.C1(P(C2C=CC=CC=2)C2C=CC=CC=2)C=CC=CC=1>CN(C)C=O>[CH3:23][C:19]1[N:18]([C:14]2[CH:15]=[C:16]3[C:11]([NH:10][C:9](=[O:29])[C:8]4[N:17]3[C:4](=[O:5])[NH:6][N:7]=4)=[CH:12][C:13]=2[C:24]([F:25])([F:26])[F:27])[CH:22]=[CH:21][N:20]=1. Isolated yield 82.4%. Yields the product CC=1N(C=CN1)C1=C(C=C2NC(C=3N(C2=C1)C(NN3)=O)=O)C(F)(F)F (8-(2-Methyl-1H-imidazol-1-yl)-7-trifluoromethyl[1,2,4]triazolo[4,3-a]quinoxaline-1,4(2H ,5H)-dione). Starting materials: O (water), C([O-])([O-])=O.[Cs+].[Cs+] (cesium carbonate), BrCC1OCC1 (2-(bromomethyl)oxetane), COC1=C(CN2C3=NC(=NC=C3NC2=O)C2=NN(C3=NC=CC=C32)CC3=C(C=CC=C3)F)C=CC(=C1)OC (9-(2,4-Dimethoxybenzyl)-2-[1-(2-fluorobenzyl)-1H-pyrazolo[3,4-b]pyridin-3-yl]-7,9-dihydro-8H-purin-8-one). The solvent is CN(C)C=O (DMF). Run at temperature 100 celsius, time 4 hour. Product: COC1=C(CN2C3=NC(=NC=C3N(C2=O)CC2OCC2)C2=NN(C3=NC=CC=C32)CC3=C(C=CC=C3)F)C=CC(=C1)OC (9-(2,4-Dimethoxybenzyl)-2-[1-(2-fluorobenzyl)-1H-pyrazolo[3,4-b]pyridin-3-yl]-7-(oxetan-2-ylmethyl)-7,9-dihydro-8H-purin-8-one). RXN SMILES: [CH3:1][O:2][C:3]1[CH:36]=[C:35]([O:37][CH3:38])[CH:34]=[CH:33][C:4]=1[CH2:5][N:6]1[C:14](=[O:15])[NH:13][C:12]2[C:7]1=[N:8][C:9]([C:16]1[C:24]3[C:19](=[N:20][CH:21]=[CH:22][CH:23]=3)[N:18]([CH2:25][C:26]3[CH:31]=[CH:30][CH:29]=[CH:28][C:27]=3[F:32])[N:17]=1)=[N:10][CH:11]=2.C(=O)([O-])[O-].[Cs+].[Cs+].Br[CH2:46][CH:47]1[CH2:50][CH2:49][O:48]1.O>CN(C=O)C>[CH3:1][O:2][C:3]1[CH:36]=[C:35]([O:37][CH3:38])[CH:34]=[CH:33][C:4]=1[CH2:5][N:6]1[C:14](=[O:15])[N:13]([CH2:46][CH:47]2[CH2:50][CH2:49][O:48]2)[C:12]2[C:7]1=[N:8][C:9]([C:16]1[C:24]3[C:19](=[N:20][CH:21]=[CH:22][CH:23]=3)[N:18]([CH2:25][C:26]3[CH:31]=[CH:30][CH:29]=[CH:28][C:27]=3[F:32])[N:17]=1)=[N:10][CH:11]=2 |f:1.2.3|. Procedure: 500 mg (0.980 mmol) of the compound from example 82A were dissolved in 10 ml of DMF, 414 mg (1.270 mmol) of cesium carbonate and 150 mg (1.08 mmol) of 2-(bromomethyl)oxetane were added and the mixture was stirred at RT for 18 h, at 40° C. for 18 h and at 100° C. for 4 h. After cooling, water was added and the mixture was extracted with ethyl acetate. The combined organic phases were dried over sodium sulfate and concentrated on a rotary evaporator. The residue was dried under high vacuum. 581 mg... Reactants: IC1=CN(C=2N=CN=CC21)[Si](C(C)C)(C(C)C)C(C)C (5-Iodo-7-triisopropylsilanyl-7H-pyrrolo[2,3-d]pyrimidine), C(C)(C)(C)OC(N(CC=1C=NC(=CC1)OC)C1=NC(=C(C=C1)C=O)C)=O ((5-formyl-6-methyl-pyridin-2-yl)-(6-methoxy-pyridin-3-ylmethyl)-carbamic acid tert-butyl ester). Yields the product COC1=CC=C(C=N1)CNC1=CC=C(C(=N1)C)C(=O)C1=CNC=2N=CN=CC21 ({6-[(6-Methoxy-pyridin-3-ylmethyl)-amino]-2-methyl-pyridin-3-yl}-(7H-pyrrolo[2,3-d]pyrimidin-5-yl)-methanone). As a reaction SMILES: I[C:2]1[C:10]2[CH:9]=[N:8][CH:7]=[N:6][C:5]=2[N:4]([Si](C(C)C)(C(C)C)C(C)C)[CH:3]=1.C(OC(=O)[N:27]([C:37]1[CH:42]=[CH:41][C:40]([CH:43]=[O:44])=[C:39]([CH3:45])[N:38]=1)[CH2:28][C:29]1[CH:30]=[N:31][C:32]([O:35][CH3:36])=[CH:33][CH:34]=1)(C)(C)C>>[CH3:36][O:35][C:32]1[N:31]=[CH:30][C:29]([CH2:28][NH:27][C:37]2[N:38]=[C:39]([CH3:45])[C:40]([C:43]([C:2]3[C:10]4[CH:9]=[N:8][CH:7]=[N:6][C:5]=4[NH:4][CH:3]=3)=[O:44])=[CH:41][CH:42]=2)=[CH:34][CH:33]=1. Procedure: {6-[(6-Methoxy-pyridin-3-ylmethyl)-amino]-2-methyl-pyridin-3-yl}-(7H-pyrrolo[2,3-d]pyrimidin-5-yl)-methanone P-0019 was prepared in two steps from 5-iodo-7-triisopropylsilanyl-7H-pyrrolo[2,3-d]pyrimidine 38 and (5-formyl-6-methyl-pyridin-2-yl)-(6-methoxy-pyridin-3-ylmethyl)-carbamic acid tert-butyl ester 74 as shown in Scheme 14. The reactants are FC(C=1C=C(CNC(OC2=CC=CC=C2)=O)C=C(C1)C(F)(F)F)(F)F (phenyl N-(3,5-bis(trifluoromethyl)benzyl)carbamate), FC(C(=O)O)(F)F (trifluoroacetic acid), CN(CCCN(C(=O)OC(C)(C)C)C)C1=NC2=C(N1CC1=CC=C(C=C1)F)C=CC=C2 (N-methyl-N-(1-(4-fluorobenzyl)benzimidazol-2-yl)-N'-methyl-N'-t-butoxycarbonyl-1,3-propylenediamine), Cl.C(C)O (hydrochloric acid ethanol), C([O-])([O-])=O.[K+].[K+] (potassium carbonate). The solvent is C(Cl)(Cl)Cl (chloroform), O (water), C(C)O (ethanol). Conditions: time 1 hour. The product is Cl.CN(CCCN(C(=O)NCC1=CC(=CC(=C1)C(F)(F)F)C(F)(F)F)C)C1=NC2=C(N1CC1=CC=C(C=C1)F)C=CC=C2 (N-methyl-N-(1-(4-fluorobenzyl)benzimidazol-2-yl)-N'-methyl-N'-(3,5-bis(trifluoromethyl)benzylaminocarbonyl)-1,3-propylenediamine hydrochloride). RXN SMILES: FC(F)(F)C(O)=O.[CH3:8][N:9]([C:22]1[N:26]([CH2:27][C:28]2[CH:33]=[CH:32][C:31]([F:34])=[CH:30][CH:29]=2)[C:25]2[CH:35]=[CH:36][CH:37]=[CH:38][C:24]=2[N:23]=1)[CH2:10][CH2:11][CH2:12][N:13]([CH3:21])[C:14]([O:16]C(C)(C)C)=O.C(=O)([O-])[O-].[K+].[K+].[F:45][C:46]([F:69])([F:68])[C:47]1[CH:48]=[C:49]([CH:61]=[C:62]([C:64]([F:67])([F:66])[F:65])[CH:63]=1)[CH2:50][NH:51]C(=O)OC1C=CC=CC=1.[ClH:70].C(O)C>C(O)C.C(Cl)(Cl)Cl.O>[ClH:70].[CH3:8][N:9]([C:22]1[N:26]([CH2:27][C:28]2[CH:33]=[CH:32][C:31]([F:34])=[CH:30][CH:29]=2)[C:25]2[CH:35]=[CH:36][CH:37]=[CH:38][C:24]=2[N:23]=1)[CH2:10][CH2:11][CH2:12][N:13]([CH3:21])[C:14]([NH:51][CH2:50][C:49]1[CH:61]=[C:62]([C:64]([F:65])([F:66])[F:67])[CH:63]=[C:47]([C:46]([F:45])([F:68])[F:69])[CH:48]=1)=[O:16] |f:2.3.4,6.7,11.12|. Procedure: 2 ml of trifluoroacetic acid was added to 1.3 g of N-methyl-N-(1-(4-fluorobenzyl)benzimidazol-2-yl)-N'-methyl-N'-t-butoxycarbonyl-1,3-propylenediamine, and the mixture was stirred at room temperature for one hour. Then, 50 ml of water and 50 ml of chloroform were added thereto, and potassium carbonate was added thereto until the mixture became basic. The organic layer was taken and dried over anhydrous sodium sulfate. The solvent was distilled off under reduced pressure, to obtain 970 mg of a co... Reactants: NC=1NC(C=C(N1)C=1C=C(C#N)C=CC1)=O (3-(2-amino-6-oxo-1,6-dihydropyrimidin-4-yl)benzonitrile), P(=O)(Cl)(Cl)Cl (phosphoryl chloride), C(C)N(C1=CC=CC=C1)CC (N,N-diethylaniline), ice water. Run at temperature 115 celsius, time 1 hour. The product is NC1=NC(=CC(=N1)C=1C=C(C#N)C=CC1)Cl (3-(2-Amino-6-chloropyrimidin-4-yl)benzonitrile). RXN SMILES: [NH2:1][C:2]1[NH:3][C:4](=O)[CH:5]=[C:6]([C:8]2[CH:9]=[C:10]([CH:13]=[CH:14][CH:15]=2)[C:11]#[N:12])[N:7]=1.C(N(CC)C1C=CC=CC=1)C.P(Cl)(Cl)([Cl:30])=O>>[NH2:1][C:2]1[N:7]=[C:6]([C:8]2[CH:9]=[C:10]([CH:13]=[CH:14][CH:15]=2)[C:11]#[N:12])[CH:5]=[C:4]([Cl:30])[N:3]=1. Reported procedure: 2.00 g (9.42 mmol) of 3-(2-amino-6-oxo-1,6-dihydropyrimidin-4-yl)benzonitrile (from example LV) are suspended in 10 ml of phosphoryl chloride. Over a period of one hour, 180 mg (1.23 mmol) of N,N-diethylaniline are added dropwise, and over a period of a further hour, the mixture is heated to 115° C. The mixture is then heated at RF for one hour. The mixture is allowed to cool to RT and poured into ice water. The mixture is extracted twice with ethyl acetate and the solvent is removed under reduc... The reactants are S(=O)(=O)(C1=CC=C(C)C=C1)O[C@@H]1C[C@@]2([C@@H](C[C@H]3[C@@H]4CCC([C@@]4(C)CC[C@@H]3[C@]2(CC1)C)=O)O)O (3β-tosyloxy-5α,6β-dihydroxy-17-oxo-androstane), N1=C(C=C(C=C1C)C)C (collidine). Reaction conditions: temperature 160 celsius, time 1.5 hour. Product: O[C@]12[C@@H](C[C@H]3[C@@H]4CCC([C@@]4(C)CC[C@@H]3[C@]2(CC=CC1)C)=O)O (5α,6β-dihydroxy-17-oxo-androst-2-ene). Isolated yield 100.6%. RXN SMILES: S(O[C@H:12]1[CH2:29][CH2:28][C@@:27]2([CH3:30])[C@@:14]([OH:33])([C@H:15]([OH:32])[CH2:16][C@@H:17]3[C@@H:26]2[CH2:25][CH2:24][C@@:22]2([CH3:23])[C@H:18]3[CH2:19][CH2:20][C:21]2=[O:31])[CH2:13]1)(C1C=CC(C)=CC=1)(=O)=O.N1C(C)=CC(C)=CC=1C>>[OH:33][C@:14]12[CH2:13][CH:12]=[CH:29][CH2:28][C@:27]1([CH3:30])[C@@H:26]1[C@H:17]([C@H:18]3[C@@:22]([CH2:24][CH2:25]1)([CH3:23])[C:21](=[O:31])[CH2:20][CH2:19]3)[CH2:16][C@H:15]2[OH:32]. Reported procedure: 70 g (0.147 mol) of the above-obtained 3β-tosyloxy-5α,6β-dihydroxy-17-oxo-androstane are dissolved in 350 ml. of collidine and the reaction mixture is heated in a nitrogen atmosphere, under stirring for 1.5 hours in an oil bath of 160° C. The collidine is then distilled off under reduced pressure, the evaporation residue is triturated with 400 ml. of water, filtred and washed with 10% aqueous hydrochloric acid solution, then with water to remove the last traces of collidine. The so-obtained prod... Reactants: C(C)C1(C2=CC(=CC=C2C=2C=CC(=CC12)C=O)Br)CC (9,9-diethyl-7-bromofluorene-2-carboxaldehyde), C(CCC)P(CCCC)CCCC (tri-n-butyl phosphine), [I-].[K+] (potassium iodide), CN(C)C=O (DMF). The reagents and catalysts are [Ni](Br)Br (nickel (II) bromide). Solvent: C1(=CC=CC=C1)C (toluene). Yields the product C(C)C1(C2=CC(=CC=C2C=2C=CC(=CC12)C=O)I)CC (9,9-Diethyl-7-iodofluorene-2-carboxaldehyde). The yield is 75.0%. Reaction SMILES: [CH2:1]([C:3]1([CH2:19][CH3:20])[C:15]2[CH:14]=[C:13]([CH:16]=[O:17])[CH:12]=[CH:11][C:10]=2[C:9]2[C:4]1=[CH:5][C:6](Br)=[CH:7][CH:8]=2)[CH3:2].C(P(CCCC)CCCC)CCC.[I-:34].[K+].CN(C=O)C>C1(C)C=CC=CC=1.[Ni](Br)Br>[CH2:1]([C:3]1([CH2:19][CH3:20])[C:15]2[CH:14]=[C:13]([CH:16]=[O:17])[CH:12]=[CH:11][C:10]=2[C:9]2[C:4]1=[CH:5][C:6]([I:34])=[CH:7][CH:8]=2)[CH3:2] |f:2.3|. Procedure details: A mixture of 9,9-diethyl-7-bromofluorene-2-carboxaldehyde, (28.8 g., 0.0875 mol.), nickel (II) bromide (2.1 g., 9.6 mmol.), tri-n-butyl phosphine (4m1, 16 mmol.), potassium iodide (52.0 g., 0.3132 mole, 3.6 equivalents), and DMF (125 ml), was held at reflux under an atmosphere of nitrogen for 15 hours, cooled, diluted with toluene (450 ml), and filtered. The filtrate was washed with water in several portions, dried, and concentrated. The residual solids were recrystallized from toluene-heptane (... Starting materials: [N-]=[N+]=[N-].[Na+] (sodium azide), C(C)(C)(C)OC(=O)N1C[C@@H]([C@H]([C@@H](C1)COS(=O)(=O)C1=CC=C(C=C1)C)C1=CC=C(C=C1)COC[C@@H](C)OCC)OCC=1C=CC2=C(N(CCO2)CCCOC)C1 ((3R,4R,5S)-4-[4-((R)-2-ethoxy-propoxymethyl)-phenyl]-3-[4-(3-methoxy-propyl)-3,4-dihydro-2H-benzo[1,4]oxazin-6-ylmethoxy]-5-(toluene-4-sulfonyloxymethyl)-piperidine-1-carboxylic acid tert-butyl ester). Run in CN1C(N(CCC1)C)=O (1,3-dimethyl-tetrahydro-pyrimidin-2-one), CC(C)(C)OC (TBME). Run at time 2 hour. Yields the product C(C)O[C@@H](COCC1=CC=C(C=C1)[C@H]1[C@@H](CNC[C@@H]1OCC=1C=CC2=C(N(CCO2)CCCOC)C1)CN)C (C-{(3R,4R,5R)-4-[4-((R)-2-Ethoxy-propoxymethyl)-phenyl]-5-[4-(3-methoxy-propyl)-3,4-dihydro-2H-benzo[1,4]oxazin-6-ylmethoxy]-piperidin-3-yl}-methylamine), SiO2. As a reaction SMILES: [N-:1]=[N+]=[N-].[Na+].C(OC([N:12]1[CH2:17][C@@H:16]([CH2:18]OS(C2C=CC(C)=CC=2)(=O)=O)[C@H:15]([C:30]2[CH:35]=[CH:34][C:33]([CH2:36][O:37][CH2:38][C@H:39]([O:41][CH2:42][CH3:43])[CH3:40])=[CH:32][CH:31]=2)[C@@H:14]([O:44][CH2:45][C:46]2[CH:47]=[CH:48][C:49]3[O:54][CH2:53][CH2:52][N:51]([CH2:55][CH2:56][CH2:57][O:58][CH3:59])[C:50]=3[CH:60]=2)[CH2:13]1)=O)(C)(C)C>CN1CCCN(C)C1=O.CC(OC)(C)C>[CH2:42]([O:41][C@H:39]([CH3:40])[CH2:38][O:37][CH2:36][C:33]1[CH:34]=[CH:35][C:30]([C@@H:15]2[C@@H:14]([O:44][CH2:45][C:46]3[CH:47]=[CH:48][C:49]4[O:54][CH2:53][CH2:52][N:51]([CH2:55][CH2:56][CH2:57][O:58][CH3:59])[C:50]=4[CH:60]=3)[CH2:13][NH:12][CH2:17][C@H:16]2[CH2:18][NH2:1])=[CH:31][CH:32]=1)[CH3:43] |f:0.1|. Reported procedure: 4.57 mmol of sodium azide are added to a solution of 0.91 mmol of (3R,4R,5S)-4-[4-((R)-2-ethoxy-propoxymethyl)-phenyl]-3-[4-(3-methoxy-propyl)-3,4-dihydro-2H-benzo[1,4]oxazin-6-ylmethoxy]-5-(toluene-4-sulfonyloxymethyl)-piperidine-1-carboxylic acid tert-butyl ester (example 5d) in 5 ml of 1,3-dimethyl-tetrahydro-pyrimidin-2-one (DMPU) under argon at 50° C. After 2 h, the reaction mixture is cooled to RT, diluted with TBME, washed successively with H2O (2×) and brine, dried over Na2SO4 and concen... Reactants: O=C1CC2CC=C(N12)C(=O)OCC1=CC=CC=C1 (Benzyl 7-oxo-1-azabicyclo[3,2,0]hept-2-ene-2-carboxylate), [N+](=O)([O-])CCS (2-nitroethanethiol), C(C=C)C1CC(N1C(=P(C1=CC=CC=C1)(C1=CC=CC=C1)C1=CC=CC=C1)C(=O)OCC1=CC=CC=C1)=O (4-allyl-1-(1-benzyloxycarbonyl-1-triphenylphosphoranylidenemethyl)azetidin-2-one), C([O-])([O-])=O.[K+].[K+] (potassium carbonate). The solvent is C(C)(=O)OCC (ethyl acetate), CN(C=O)C (dimethylformamide), CN(C=O)C (dimethylformamide). Reaction conditions: time 2 hour. Product: [N+](=O)([O-])CCSC1C(N2C(CC2C1)=O)C(=O)OCC1=CC=CC=C1 (benzyl 3-(2-nitroethylthio)-7-oxo-1-azabicyclo[3.2.0]heptane-2-carboxylate), ( 123 ). Reaction SMILES: [CH2:1]([CH:4]1[N:7]([C:8]([C:28]([O:30][CH2:31][C:32]2[CH:37]=[CH:36][CH:35]=[CH:34][CH:33]=2)=[O:29])=P(C2C=CC=CC=2)(C2C=CC=CC=2)C2C=CC=CC=2)[C:6](=[O:38])[CH2:5]1)[CH:2]=C.O=C1N2C(CC=C2C(OCC2C=CC=CC=2)=O)C1.[N+:57]([CH2:60][CH2:61][SH:62])([O-:59])=[O:58].C(=O)([O-])[O-].[K+].[K+]>CN(C)C=O.C(OCC)(=O)C>[N+:57]([CH2:60][CH2:61][S:62][CH:2]1[CH2:1][CH:4]2[N:7]([C:6](=[O:38])[CH2:5]2)[CH:8]1[C:28]([O:30][CH2:31][C:32]1[CH:33]=[CH:34][CH:35]=[CH:36][CH:37]=1)=[O:29])([O-:59])=[O:58] |f:3.4.5|. Procedure details: An ethyl acetate solution of 4-allyl-1-(1-benzyloxycarbonyl-1-triphenylphosphoranylidenemthyl)azetidin-2-one (37) (1.46 g) was ozonolysed and cyclized as described in Example 53. The crude product (13) was dissolved in dry dimethylformamide (5 ml) and a solution of 2-nitroethanethiol (0.30 g) in dimethylformamide (2 ml) was added, followed by powdered potassium carbonate (0.19 g). The reaction was stirred at room temperature for 2 hours and the solvent was then stripped off under high vacuum. Th...